Dataset: the Open Reaction Database (ORD), a public repository of structured organic reaction records. Task: describe an organic reaction: reactants, conditions, products, and yield Reactants: N(=NC(=O)OCC)C(=O)OCC (diethyl azodicarboxylate), OC(CC1=C(SC=C1)S(=O)(=O)N)C (3-(2-Hydroxypropyl )thiophene-2-sulfonamide). Solvent: C1CCOC1 (THF), C1CCOC1 (THF). Run at temperature 0 celsius, time 3 hour. Yields the product CC1NS(C2=C(C1)C=CS2)(=O)=O (3,4-Dihydro-3-methyl-2H-thieno[3,2-e]-1,2-thiazine 1,1-dioxide). Isolated yield 56.9%. Reaction SMILES: N(C(OCC)=O)=NC(OCC)=O.O[CH:14]([CH3:25])[CH2:15][C:16]1[CH:20]=[CH:19][S:18][C:17]=1[S:21]([NH2:24])(=[O:23])=[O:22]>C1COCC1>[CH3:25][CH:14]1[CH2:15][C:16]2[CH:20]=[CH:19][S:18][C:17]=2[S:21](=[O:23])(=[O:22])[NH:24]1. Procedure: Triphenylphosphene (3.6 g, 13.76 mmol) and diethyl azodicarboxylate (2.2 mL, 13.76 mmol) were dissolved in THF (10 mL) and cooled to 0° C. To this was added a solution of the product from Step A (1.9 g, 8.6 mmol) in THF (10 mL) and the mixture was stirred at 0° C. for 3 hr. The solvent was evaporated and the residue dissolved in ethyl acetate (100 mL); this solution was washed with water (2×50 mL) and brine (2×50 mL), dried (MgSO4), and evaporated to a syrup which was purified by column chromato... Starting materials: C1(=CC=CC=C1)CCCN1CCC(CC1)NC(=O)C1=CC2=CN=C3C=CC=C(S1)N32 (N-[1-(3-phenylpropan-1-yl)piperidin-4-yl]-5-thia-1,8b-diazaacenaphthylene-4-carboxamide), Cl.CO (HCl methanol). Solvent: C(C)O (ethanol). The product is Cl.Cl.C1(=CC=CC=C1)CCCN1CCC(CC1)NC(=O)C1=CC2=CN=C3C=CC=C(S1)N32 (N-[1-(3-phenylpropan-1-yl)piperidin-4-yl]-5-thia-1,8b-diazaacenaphthylene-4-carboxamide Dihydrochloride). RXN SMILES: [C:1]1([CH2:7][CH2:8][CH2:9][N:10]2[CH2:15][CH2:14][CH:13]([NH:16][C:17]([C:19]3[S:29][C:28]4[N:30]5[C:21](=[CH:22][N:23]=[C:24]5[CH:25]=[CH:26][CH:27]=4)[CH:20]=3)=[O:18])[CH2:12][CH2:11]2)[CH:6]=[CH:5][CH:4]=[CH:3][CH:2]=1.[ClH:31].CO>C(O)C>[ClH:31].[ClH:31].[C:1]1([CH2:7][CH2:8][CH2:9][N:10]2[CH2:11][CH2:12][CH:13]([NH:16][C:17]([C:19]3[S:29][C:28]4[N:30]5[C:21](=[CH:22][N:23]=[C:24]5[CH:25]=[CH:26][CH:27]=4)[CH:20]=3)=[O:18])[CH2:14][CH2:15]2)[CH:2]=[CH:3][CH:4]=[CH:5][CH:6]=1 |f:1.2,4.5.6|. Reported procedure: To a solution of 356.2 mg (0.85 mM) of N-[1-(3-phenylpropan-1-yl)piperidin-4-yl]-5-thia-1,8b-diazaacenaphthylene-4-carboxamide in ethanol (6 ml) was added 2.0 ml (8.0 mM) of 4N-HCl/methanol at room temperature and the mixture was stirred at room temperature for several minutes. After the solvent was distilled off under reduced pressure, diethyl ether was added to the residue and the resulting crystals were collected by filtration and rinsed with ethanol and diethyl ether to provide the title com... Starting materials: [N+](=O)([O-])C1=CC=C(C=C1)N1N=C(C=2CCCCC12)CCCC=CC(=O)O (6-[4,5,6,7-tetrahydro-1-(4-nitrophenyl)-1H-inda-zol-3-yl]hexenoic acid), [H][H] (hydrogen). The reagents and catalysts are [Pd] (palladium). Run in C(C)(=O)O (acetic acid). The product is NC1=CC=C(C=C1)N1N=C(C=2CCCCC12)CCCCCC(=O)O (1-[4-(amino)phenyl]-4,5,6,7-tetrahydro-1H-indazole-3-hexanoic acid). As a reaction SMILES: [N+:1]([C:4]1[CH:9]=[CH:8][C:7]([N:10]2[C:18]3[CH2:17][CH2:16][CH2:15][CH2:14][C:13]=3[C:12]([CH2:19][CH2:20][CH2:21][CH:22]=[CH:23][C:24]([OH:26])=[O:25])=[N:11]2)=[CH:6][CH:5]=1)([O-])=O.[H][H]>[Pd].C(O)(=O)C>[NH2:1][C:4]1[CH:9]=[CH:8][C:7]([N:10]2[C:18]3[CH2:17][CH2:16][CH2:15][CH2:14][C:13]=3[C:12]([CH2:19][CH2:20][CH2:21][CH2:22][CH2:23][C:24]([OH:26])=[O:25])=[N:11]2)=[CH:6][CH:5]=1. Procedure: A solution of 6-[4,5,6,7-tetrahydro-1-(4-nitrophenyl)-1H-inda-zol-3-yl]hexenoic acid n acetic acid (75 ml) was treated with 10% palladium/C (0.80 g) and reduced at 40 psi hydrogen pressure for 2 hours. The catalyst was filtered and the filtrate was evaporated to yield crude 1-[4-(amino)phenyl]-4,5,6,7-tetrahydro-1H-indazole-3-hexanoic acid. Acylation with acetic anhydride (5 ml) and pyridine (10 ml) gave crude title compound (0.45 g). An analytical sample (m.p. 175° C.) was obtained from methano... The reactants are CCCCC (Pentane), Cl.C(C)(C)(C)NN (t-butyl hydrazine hydrochloride), [OH-].[Na+] (sodium hydroxide), C1(=CC=CC=C1)CC(C)=O (phenylacetone). Solvent: O (water). Product: C(C)(C)(C)NN=C(C)CC1=CC=CC=C1 (Phenylacetone t-butyl hydrazone). Isolated yield 74.0%. As a reaction SMILES: Cl.[C:2]([NH:6][NH2:7])([CH3:5])([CH3:4])[CH3:3].[OH-].[Na+].[C:10]1([CH2:16][C:17](=O)[CH3:18])[CH:15]=[CH:14][CH:13]=[CH:12][CH:11]=1.CCCCC>O>[C:2]([NH:6][N:7]=[C:17]([CH2:16][C:10]1[CH:15]=[CH:14][CH:13]=[CH:12][CH:11]=1)[CH3:18])([CH3:5])([CH3:4])[CH3:3] |f:0.1,2.3|. Reported procedure: A solution of 50.46 g t-butyl hydrazine hydrochloride and 32 g of 50 percent aqueous sodium hydroxide in 70 ml of water is stirred in an ice water bath. About 50.22 g of phenylacetone is added with stirring. The mixture is stirred and allowed to warm to ambient temperature over about 12 hours. Pentane (300 ml) is added to the solution with agitation, and then separated. The pentane layer is washed twice with water, dried over anhydrous sodium sulfate, and filtered. The pentane is removed under v... The reactants are Cl (HCl), O.NN (hydrazine monohydrate), C(C)(C)(C)OC(N(CCC(C)C)CC1=CC=C(C=C1)C1=C(C=C(C=C1)C(N=CN(C)C)=O)C)=O ((4′-{[1-Dimethylamino-methylidene]-carbamoyl}-2′-methyl-biphenyl-4-ylmethyl)-(3-methyl-butyl)-carbamic acid tert-butyl ester). Solvent: O1CCOCC1 (dioxane), CO (methanol), C(C)(=O)O (acetic acid). Conditions: temperature 90 celsius, time 2 hour. Yields the product Cl.CC1=C(C=CC(=C1)C1=NN=CN1)C1=CC=C(C=C1)CNCCC(C)C ([2′-methyl-4′-(4H-[1,2,4]-triazol-3-yl)-biphenyl-4-ylmethyl]-(3-methyl-butyl)-amine hydrochloride). As a reaction SMILES: C(OC(=O)[N:7]([CH2:13][C:14]1[CH:19]=[CH:18][C:17]([C:20]2[CH:25]=[CH:24][C:23]([C:26](=O)[N:27]=[CH:28][N:29](C)C)=[CH:22][C:21]=2[CH3:33])=[CH:16][CH:15]=1)[CH2:8][CH2:9][CH:10]([CH3:12])[CH3:11])(C)(C)C.O.[NH2:36]N.[ClH:38]>C(O)(=O)C.CO.O1CCOCC1>[ClH:38].[CH3:33][C:21]1[CH:22]=[C:23]([C:26]2[NH:27][CH:28]=[N:29][N:36]=2)[CH:24]=[CH:25][C:20]=1[C:17]1[CH:16]=[CH:15][C:14]([CH2:13][NH:7][CH2:8][CH2:9][CH:10]([CH3:12])[CH3:11])=[CH:19][CH:18]=1 |f:1.2,7.8|. Procedure: (4′-{[1-Dimethylamino-methylidene]-carbamoyl}-2′-methyl-biphenyl-4-ylmethyl)-(3-methyl-butyl)-carbamic acid tert-butyl ester (I-7a-1: 222 mg, 0.477 mmol) was dissolved in acetic acid (5 ml) and treated with hydrazine monohydrate (0.035 ml, 0.715 mmol). After the reaction mixture was heated at 90° C. for 2 hours, the volatiles were removed and the residue was taken up in ethyl acetate and washed with a saturated aqueous sodium bicarbonate solution. The organic phase was dried over sodium sulfate,... The reactants are COC=1C=C(C(=O)CN2CCC(CC2)N2C(OC3=C(C2)C=CC=C3)=O)C=C(C1OC)OC (1-(3,4,5-trimethoxybenzoylmethyl)-4-(2-oxo-3,4-dihydro-2H-1,3-benzoxazin-3-yl)-piperidine), [BH4-].[Na+] (sodium borohydride), [BH4-].[Na+] (sodium borohydride). Run in CO (methanol). Conditions: time 2 hour. Product: COC=1C=C(C=C(C1OC)OC)C(CN1CCC(CC1)N1C(OC2=C(C1)C=CC=C2)=O)O (1-[2-(3,4,5-Trimethoxyphenyl)-2-hydroxyethyl]-4-(2-oxo-3,4-dihydro-2H-1,3-benzoxazin-3-yl)-piperidine). Yield: 62.6%. RXN SMILES: [CH3:1][O:2][C:3]1[CH:4]=[C:5]([CH:26]=[C:27]([O:31][CH3:32])[C:28]=1[O:29][CH3:30])[C:6]([CH2:8][N:9]1[CH2:14][CH2:13][CH:12]([N:15]2[CH2:20][C:19]3[CH:21]=[CH:22][CH:23]=[CH:24][C:18]=3[O:17][C:16]2=[O:25])[CH2:11][CH2:10]1)=[O:7].[BH4-].[Na+]>CO>[CH3:32][O:31][C:27]1[CH:26]=[C:5]([CH:6]([OH:7])[CH2:8][N:9]2[CH2:10][CH2:11][CH:12]([N:15]3[CH2:20][C:19]4[CH:21]=[CH:22][CH:23]=[CH:24][C:18]=4[O:17][C:16]3=[O:25])[CH2:13][CH2:14]2)[CH:4]=[C:3]([O:2][CH3:1])[C:28]=1[O:29][CH3:30] |f:1.2|. Procedure: In this example, 2.8 g of 1-(3,4,5-trimethoxybenzoylmethyl)-4-(2-oxo-3,4-dihydro-2H-1,3-benzoxazin-3-yl)-piperidine obtained in the same manner as in Example 7 is mixed with 150 ml of methanol. While this mixture is stirred at 0° to 10° C., 1.5 g of sodium borohydride is added thereto over a period of 2 hours. Then, the mixture is stirred overnight at room temperature. The mixture is further mixed with 1 g of sodium borohydride and stirred overnight. The white crystals deposited are separated by... The reactants are CO, ClCCl, FC(F)(F)c1cccc(CC(Cl)(Cl)Cl)c1, [Na+], [OH-], O, O=S(=O)(O)O. Yields the product COC(=O)Cc1cccc(C(F)(F)F)c1. RXN SMILES: [CH3:23][OH:24].[Cl:25][CH2:26][Cl:27].[Cl:3][C:4]([CH2:5][c:6]1[cH:7][c:8]([C:12]([F:13])([F:14])[F:15])[cH:9][cH:10][cH:11]1)([Cl:16])[Cl:17].[Na+:2].[OH-:1].[OH2:28].[S:18](=[O:19])(=[O:20])([OH:21])[OH:22]>>[O:1]=[C:4]([CH2:5][c:6]1[cH:7][c:8]([C:12]([F:13])([F:14])[F:15])[cH:9][cH:10][cH:11]1)[O:24][CH3:23]. Starting materials: C(C)(C)OC1=CC=C(C=C1)C(C)(C)C1=CC=C(C=C1)O (4-(1-(4-isopropyloxyphenyl)-1-methylethyl)phenol), ClOC(C)(C)C (tert-butyl hypochlorite), crude product. Run in C(Cl)(Cl)(Cl)Cl (carbon tetrachloride). Reaction conditions: time 30 minute. Product: C(C)(C)OC1=CC=C(C=C1)C(C)(C)C1=CC(=C(C=C1)O)Cl (4-(1-(4-isopropyloxyphenyl)-1-methylethyl)-2-chlorophenol). Yield: 85.2%. Reaction SMILES: [CH:1]([O:4][C:5]1[CH:10]=[CH:9][C:8]([C:11]([C:14]2[CH:19]=[CH:18][C:17]([OH:20])=[CH:16][CH:15]=2)([CH3:13])[CH3:12])=[CH:7][CH:6]=1)([CH3:3])[CH3:2].[Cl:21]OC(C)(C)C>C(Cl)(Cl)(Cl)Cl>[CH:1]([O:4][C:5]1[CH:10]=[CH:9][C:8]([C:11]([C:14]2[CH:19]=[CH:18][C:17]([OH:20])=[C:16]([Cl:21])[CH:15]=2)([CH3:13])[CH3:12])=[CH:7][CH:6]=1)([CH3:3])[CH3:2]. Reported procedure: To a solution of 4-(1-(4-isopropyloxyphenyl)-1-methylethyl)phenol (0.51 g) in carbon tetrachloriode (1.3 ml), a solution prepared by dissolving 0.23 g of tert-butyl hypochlorite in 0.5 ml of carbon tetrachloride was added dropwise with stirring under ice cooling. After 30 minutes, an ice bath was removed, and the mixture was stirred at room temperature for 30 minutes. The reaction solution was poured into water and extracted three times with 5 ml of carbon tetrachloride. Then, the carbon tetrach... Reactants: ClC=1C=C2C=CC=NC2=C(C1)N1CCC(CC1)=O (1-(6-chloro-quinolin-8-yl)-piperidin-4-one), N1(CCNCC1)C1=C2C=CNC2=CC=C1 (4-piperazino-indole), C(C)(=O)O[BH-](OC(C)=O)OC(C)=O.[Na+] (sodium triacetoxyborohydride), C(C)(=O)O (acetic acid). Solvent: C(Cl)Cl (CH2Cl2), ClC(C)Cl (dichloroethane). Run at time 8 hour. Yields the product ClC=1C=C2C=CC=NC2=C(C1)N1CCC(CC1)N1CCN(CC1)C1=C2C=CNC2=CC=C1 (6-Chloro-8-{4-[4-(1H-indole-4-yl)-1-piperazinyl]-1-piperidinyl}quinoline). Reaction SMILES: [Cl:1][C:2]1[CH:3]=[C:4]2[C:9](=[C:10]([N:12]3[CH2:17][CH2:16][C:15](=O)[CH2:14][CH2:13]3)[CH:11]=1)[N:8]=[CH:7][CH:6]=[CH:5]2.[N:19]1([C:25]2[CH:33]=[CH:32][CH:31]=[C:30]3[C:26]=2[CH:27]=[CH:28][NH:29]3)[CH2:24][CH2:23][NH:22][CH2:21][CH2:20]1.C(O[BH-](OC(=O)C)OC(=O)C)(=O)C.[Na+].C(O)(=O)C>C(Cl)Cl.ClC(Cl)C>[Cl:1][C:2]1[CH:3]=[C:4]2[C:9](=[C:10]([N:12]3[CH2:17][CH2:16][CH:15]([N:22]4[CH2:23][CH2:24][N:19]([C:25]5[CH:33]=[CH:32][CH:31]=[C:30]6[C:26]=5[CH:27]=[CH:28][NH:29]6)[CH2:20][CH2:21]4)[CH2:14][CH2:13]3)[CH:11]=1)[N:8]=[CH:7][CH:6]=[CH:5]2 |f:2.3|. Procedure details: To a solution of 1-(6-chloro-quinolin-8-yl)-piperidin-4-one (Step 1, 0.13 g) and of 4-piperazino-indole (commercially available, 0.100 g) in 15 mL CH2Cl2 in 10 mL of dichloroethane, was added 0.137 g of sodium triacetoxyborohydride and 0.1 mL acetic acid. The reaction was stirred at room temperature overnight. It was quenched with 1N NaOH, and the product was extracted with CH2Cl2. The organic phase was washed with water and dried over magnesium sulfate. The product was filtered through 100 ml o... The reactants are C([O-])([O-])=O.[K+].[K+] (potassium carbonate), C(#N)CC(=O)OC (methyl cyanoacetate), ClC1=C(C=CC(=C1)Cl)[N+](=O)[O-] (2,4-dichloronitrobenzene), Cl (hydrochloric acid). Run in CN(C=O)C (N,N-dimethylformamide), O (water), C(C)(=O)OCC (ethyl acetate). The product is ClC=1C=CC(=C(C1)C(C(=O)OC)C#N)[N+](=O)[O-] (methyl 2-(5-chloro-2-nitrophenyl)-2-cyanoacetate). The yield is 87.7%. As a reaction SMILES: C(=O)([O-])[O-].[K+].[K+].[C:7]([CH2:9][C:10]([O:12][CH3:13])=[O:11])#[N:8].Cl[C:15]1[CH:20]=[C:19]([Cl:21])[CH:18]=[CH:17][C:16]=1[N+:22]([O-:24])=[O:23].Cl>O.C(OCC)(=O)C.CN(C)C=O>[Cl:21][C:19]1[CH:18]=[CH:17][C:16]([N+:22]([O-:24])=[O:23])=[C:15]([CH:9]([C:7]#[N:8])[C:10]([O:12][CH3:13])=[O:11])[CH:20]=1 |f:0.1.2|. Reported procedure: In a flask made of glass equipped with a stirrer, a thermometer, a reflux condenser and a dropping funnel and having an inner volume of 200 ml were charged 7.13 g (51.6 mmol) of potassium carbonate, 20 ml of N,N-dimethylformamide, 5.06 g (50.6 mmol) of methyl cyanoacetate with a purity of 99% and 5.00 g (25.8 mmol) of 2,4-dichloronitrobenzene with a purity of 99% under argon atmosphere, and under stirring, the mixture was reacted at 45° C. for 4 hours. After completion of the reaction, the mixtu...